Dataset: the Open Reaction Database (ORD), a public repository of structured organic reaction records. Task: describe an organic reaction: reactants, conditions, products, and yield The reactants are C(C)OCC(C)O (propylene glycol monoethyl ether), Cl (hydrochloric acid), C1(=CC=CC=C1)[Si](OC)(OC)OC (phenyltrimethoxysilane), C(C)O[Si](OCC)(OCC)OCC (tetraethoxysilane), C[Si](OCC)(OCC)OCC (methyltriethoxysilane), CO[Si](OC)(OC)CCCC1C(=O)OC(C1)=O (trimethoxysilylpropyl succinic anhydride), SCCC[Si](OCC)(OCC)OCC (mercaptopropyltriethoxysilane), [OH-].C1(=CC=CC=C1)[S+](C1=CC=CC=C1)C1=CC=CC=C1 (triphenylsulfonium hydroxide), Cl (hydrochloric acid). The solvent is O (water), C(C)O (ethanol), CC(=O)C (acetone). Run at time 240 minute. The product is C(CCC(=O)[O-])(=O)[O-].C1(=CC=CC=C1)[S+](C1=CC=CC=C1)C1=CC=CC=C1.C1(=CC=CC=C1)[S+](C1=CC=CC=C1)C1=CC=CC=C1 (triphenylsulfonium succinic acid salt). Reaction SMILES: [C:1]1([Si](OC)(OC)[O:8]C)[CH:6]=[CH:5][CH:4]=[CH:3][CH:2]=1.C(O[Si](OCC)(OCC)OCC)C.C[Si](OCC)(OCC)OCC.CO[Si](CCC[CH:48]1[CH2:53][C:52](=[O:54])[O:51][C:49]1=[O:50])(OC)OC.SCCC[Si](OCC)(OCC)OCC.Cl.C(OCC(O)C)C.[OH-].[C:78]1([S+:84]([C:91]2[CH:96]=[CH:95][CH:94]=[CH:93][CH:92]=2)[C:85]2[CH:90]=[CH:89][CH:88]=[CH:87][CH:86]=2)[CH:83]=[CH:82][CH:81]=[CH:80][CH:79]=1>O.C(O)C.CC(C)=O>[C:52]([O-:51])(=[O:54])[CH2:53][CH2:48][C:49]([O-:50])=[O:8].[C:91]1([S+:84]([C:78]2[CH:79]=[CH:80][CH:81]=[CH:82][CH:83]=2)[C:85]2[CH:90]=[CH:89][CH:88]=[CH:87][CH:86]=2)[CH:92]=[CH:93][CH:94]=[CH:95][CH:96]=1.[C:1]1([S+:84]([C:85]2[CH:86]=[CH:87][CH:88]=[CH:89][CH:90]=2)[C:78]2[CH:83]=[CH:82][CH:81]=[CH:80][CH:79]=2)[CH:6]=[CH:5][CH:4]=[CH:3][CH:2]=1 |f:7.8,12.13.14|. Procedure: 4.80 g of phenyltrimethoxysilane, 70.71 g of tetraethoxysilane, 17.20 g of methyltriethoxysilane, 0.14 g of trimethoxysilylpropyl succinic anhydride, 5.78 g of mercaptopropyltriethoxysilane, and 150 g of acetone were charged into a 500 ml flask to be dissolved and the resultant mixed solution was warmed while stirring the mixed solution with a magnetic stirrer to reflux. Next, 32.31 g of a 0.01 M hydrochloric acid aqueous solution was added to the mixed solution. The reaction was carried out for... The reactants are C(C)(=O)O (acetic acid), NC1=C(C=CC(=C1)C)O (2-Amino-4-methylphenol), C(#N)[BH3-].[Na+] (sodium cyanoborohydride), C(C)O[C@@H]1CC[C@H](CC1)N1CCC(CC1)=O (1-[trans-4-(ethyloxy)cyclohexyl]-4-piperidinone). Run in ClCCl (dichloromethane). Yields the product C(C)O[C@@H]1CC[C@H](CC1)N1CCC(CC1)NC1=C(C=CC(=C1)C)O (2-({1-[trans-4-(ethyloxy)cyclohexyl]-4-piperidinyl}amino)-4-methylphenol). Isolated yield 141.8%. Reaction SMILES: [NH2:1][C:2]1[CH:7]=[C:6]([CH3:8])[CH:5]=[CH:4][C:3]=1[OH:9].[CH2:10]([O:12][C@H:13]1[CH2:18][CH2:17][C@H:16]([N:19]2[CH2:24][CH2:23][C:22](=O)[CH2:21][CH2:20]2)[CH2:15][CH2:14]1)[CH3:11].C([BH3-])#N.[Na+].C(O)(=O)C>ClCCl>[CH2:10]([O:12][C@H:13]1[CH2:14][CH2:15][C@H:16]([N:19]2[CH2:24][CH2:23][CH:22]([NH:1][C:2]3[CH:7]=[C:6]([CH3:8])[CH:5]=[CH:4][C:3]=3[OH:9])[CH2:21][CH2:20]2)[CH2:17][CH2:18]1)[CH3:11] |f:2.3|. Procedure: 2-Amino-4-methylphenol (56.1 mg, 0.456 mmol) was dissolved in dichloromethane (3 mL) and 1-[trans-4-(ethyloxy)cyclohexyl]-4-piperidinone (D66, 103 mg, 0.456 mmol), polymer supported sodium cyanoborohydride (212 mg, 0.912 mmol, 4.3 mmol/g) and acetic acid (0.13 mL, 2.28 mmol) were all added at rt. The mixture was reacted at 100° C. in the microwave for 10 min. The mixture was then cooled to rt, filtered and concentrated by rotary evaporation to give 2-({1-[trans-4-(ethyloxy)cyclohexyl]-4-piperidi... Reactants: N#CCBr, CC1(C)CC(=C(c2ccc(O)cc2)c2ccc(O)cc2)CC(C)(C)C1, CC(C)=O, [K+], [K+], O=C([O-])[O-]. Yields the product CC1(C)CC(=C(c2ccc(O)cc2)c2ccc(OCC#N)cc2)CC(C)(C)C1. As a reaction SMILES: [Br:32][CH2:33][C:34]#[N:35].[CH3:1][C:2]1([CH3:25])[CH2:3][C:4](=[C:10]([c:11]2[cH:12][cH:13][c:14]([OH:17])[cH:15][cH:16]2)[c:18]2[cH:19][cH:20][c:21]([OH:24])[cH:22][cH:23]2)[CH2:5][C:6]([CH3:8])([CH3:9])[CH2:7]1.[CH3:36][C:37](=[O:38])[CH3:39].[K+:26].[K+:27].[O-:28][C:29]([O-:30])=[O:31]>>[CH3:1][C:2]1([CH3:25])[CH2:3][C:4](=[C:10]([c:11]2[cH:12][cH:13][c:14]([O:17][CH2:33][C:34]#[N:35])[cH:15][cH:16]2)[c:18]2[cH:19][cH:20][c:21]([OH:24])[cH:22][cH:23]2)[CH2:5][C:6]([CH3:8])([CH3:9])[CH2:7]1. Reactants: COc1c(C)c2c(c(OS(=O)(=O)c3ccc(C)cc3)c1CC1=CC(C)(CC=O)CC1)C(=O)OC2, CCOC(C)=O, [O-][Cl+][O-], Cl, [Na+], C1COCCO1, Oc1cccc(O)c1. Yields the product COc1c(C)c2c(c(OS(=O)(=O)c3ccc(C)cc3)c1CC1=CC(C)(CC(=O)O)CC1)C(=O)OC2. RXN SMILES: [CH3:1][O:2][c:3]1[c:4]([CH2:25][C:26]2=[CH:27][C:28]([CH3:31])([CH2:32][CH:33]=[O:34])[CH2:29][CH2:30]2)[c:5]([O:14][S:15](=[O:16])(=[O:17])[c:18]2[cH:19][cH:20][c:21]([CH3:24])[cH:22][cH:23]2)[c:6]2[c:10]([c:11]1[CH3:12])[CH2:9][O:8][C:7]2=[O:13].[CH3:54][CH2:55][O:56][C:57](=[O:58])[CH3:59].[Cl+:43]([O-:44])[O-:45].[ClH:47].[Na+:46].[O:48]1[CH2:49][CH2:50][O:51][CH2:52][CH2:53]1.[OH:35][c:36]1[cH:37][c:38]([OH:39])[cH:40][cH:41][cH:42]1>>[CH3:1][O:2][c:3]1[c:4]([CH2:25][C:26]2=[CH:27][C:28]([CH3:31])([CH2:32][C:33](=[O:34])[OH:35])[CH2:29][CH2:30]2)[c:5]([O:14][S:15](=[O:16])(=[O:17])[c:18]2[cH:19][cH:20][c:21]([CH3:24])[cH:22][cH:23]2)[c:6]2[c:10]([c:11]1[CH3:12])[CH2:9][O:8][C:7]2=[O:13]. The reactants are C(#N)C=1C=C2C(=NC1)NC=C2C=2C=C(CNC(=O)C=1C(N(C=CC1)CC1=CC(=C(C=C1)F)F)=O)C=CC2 (1-(3,4-Difluoro-benzyl)-2-oxo-1,2-dihydro-pyridine-3-carboxylic acid 3-(5-cyano-1H-pyrrolo[2,3-b]pyridin-3-yl)-benzylamide), C(C)(C)(C)OC(NCC=1C=C2C(=NC1)NC=C2)=O ((1H-Pyrrolo[2,3-b]pyridin-5-ylmethyl)-carbamic acid tert-butyl ester), substituted bicyclic heterocycle, FC=1C=C(CN2C(C(=CC=C2)C(=O)NCC=2C=C(C=CC2)B(O)O)=O)C=CC1F (3-({[1-(3,4-Difluoro-benzyl)-2-oxo-1,2-dihydro-pyridine-3-carbonyl]-amino}-methyl)-phenylboronic acid), [B] (boron). The product is NCC=1C=C2C(=NC1)NC=C2C=2C=C(CNC(=O)C=1C(N(C=CC1)CC1=CC(=C(C=C1)F)F)=O)C=CC2 (1-(3,4-Difluoro-benzyl)-2-oxo-1,2-dihydro-pyridine-3-carboxylic acid 3-(5-aminomethyl-1H-pyrrolo[2,3-b]pyridin-3-yl)-benzylamide). As a reaction SMILES: [C:1]([C:3]1[CH:4]=[C:5]2[C:11]([C:12]3[CH:13]=[C:14]([CH:35]=[CH:36][CH:37]=3)[CH2:15][NH:16][C:17]([C:19]3[C:20](=[O:34])[N:21]([CH2:25][C:26]4[CH:31]=[CH:30][C:29]([F:32])=[C:28]([F:33])[CH:27]=4)[CH:22]=[CH:23][CH:24]=3)=[O:18])=[CH:10][NH:9][C:6]2=[N:7][CH:8]=1)#[N:2].FC1C=C(C=CC=1F)CN1C=CC=C(C(NCC2C=C(B(O)O)C=CC=2)=O)C1=O.[B].C(OC(=O)NCC1C=C2C=CNC2=NC=1)(C)(C)C>>[NH2:2][CH2:1][C:3]1[CH:4]=[C:5]2[C:11]([C:12]3[CH:13]=[C:14]([CH:35]=[CH:36][CH:37]=3)[CH2:15][NH:16][C:17]([C:19]3[C:20](=[O:34])[N:21]([CH2:25][C:26]4[CH:31]=[CH:30][C:29]([F:32])=[C:28]([F:33])[CH:27]=4)[CH:22]=[CH:23][CH:24]=3)=[O:18])=[CH:10][NH:9][C:6]2=[N:7][CH:8]=1. Procedure details: Except where indicated, 1-(3,4-Difluoro-benzyl)-2-oxo-1,2-dihydro-pyridine-3-carboxylic acid 3-(5-aminomethyl-1H-pyrrolo[2,3-b]pyridin-3-yl)-benzylamide was synthesized as per Example 68, 1-(3,4-Difluoro-benzyl)-2-oxo-1,2-dihydro-pyridine-3-carboxylic acid 3-(5-cyano-1H-pyrrolo[2,3-b]pyridin-3-yl)-benzylamide using 3-({[1-(3,4-Difluoro-benzyl)-2-oxo-1,2-dihydro-pyridine-3-carbonyl]-amino}-methyl)-phenylboronic acid as activated boron species and (1H-Pyrrolo[2,3-b]pyridin-5-ylmethyl)-carbamic aci... Starting materials: Clc1cc(-c2ccccc2)nc2ccccc12, O=C(O)CCS, O=C(O)CSc1cc(-c2ccccc2)nc2ccccc12, c1ccncc1. The product is O=C(O)CCSc1cc(-c2ccccc2)nc2ccccc12. As a reaction SMILES: [Cl:1][c:2]1[cH:3][c:4](-[c:12]2[cH:13][cH:14][cH:15][cH:16][cH:17]2)[n:5][c:6]2[cH:7][cH:8][cH:9][cH:10][c:11]12.[SH:18][CH2:19][CH2:20][C:21](=[O:22])[OH:23].[c:24]1(-[c:25]2[cH:26][c:27]([S:28][CH2:29][C:30]([OH:31])=[O:32])[c:33]3[c:34]([cH:35][cH:36][cH:37][cH:38]3)[n:39]2)[cH:40][cH:41][cH:42][cH:43][cH:44]1.[cH:45]1[cH:46][cH:47][n:48][cH:49][cH:50]1>>[c:2]1([S:18][CH2:19][CH2:20][C:21](=[O:22])[OH:23])[cH:3][c:4](-[c:12]2[cH:13][cH:14][cH:15][cH:16][cH:17]2)[n:5][c:6]2[cH:7][cH:8][cH:9][cH:10][c:11]12. Reactants: COC1=C(C=CC=C1)N1CCNCC1 (1-(2-methoxyphenyl)piperazine), C1(=C(C=CC=C1)CN1CCN(CC1)C1=CC=CC=C1)C1=CC=CC=C1 (1-(biphenyl-2-ylmethyl)-4-phenylpiperazine), C1(=CC(=CC=C1)C=O)C1=CC=CC=C1 (biphenyl-3-carbaldehyde), [BH-](OC(=O)C)(OC(=O)C)OC(=O)C.[Na+] (NaBH(OAc)3). Yields the product C1(=CC(=CC=C1)CN1CCN(CC1)C1=C(C=CC=C1)OC)C1=CC=CC=C1 (1-(biphenyl-3-ylmethyl)-4-(2-methoxyphenyl)piperazine). RXN SMILES: [CH3:1][O:2][C:3]1[CH:8]=[CH:7][CH:6]=[CH:5][C:4]=1[N:9]1[CH2:14][CH2:13][NH:12][CH2:11][CH2:10]1.[C:15]1([C:23]2[CH:28]=[CH:27][CH:26]=[CH:25][CH:24]=2)[CH:20]=[CH:19][CH:18]=[C:17]([CH:21]=O)[CH:16]=1.[BH-](OC(C)=O)(OC(C)=O)OC(C)=O.[Na+].C1(C2C=CC=CC=2)C=CC=CC=1CN1CCN(C2C=CC=CC=2)CC1>>[C:15]1([C:23]2[CH:24]=[CH:25][CH:26]=[CH:27][CH:28]=2)[CH:20]=[CH:19][CH:18]=[C:17]([CH2:21][N:12]2[CH2:13][CH2:14][N:9]([C:4]3[CH:5]=[CH:6][CH:7]=[CH:8][C:3]=3[O:2][CH3:1])[CH2:10][CH2:11]2)[CH:16]=1 |f:2.3|. Reported procedure: 47 mg of the target compound (0.13 mmol, 23.8%) was obtained using 1-(2-methoxyphenyl)piperazine (209 mg, 1.09 mmol), biphenyl-3-carbaldehyde (100 mg, 0.55 mmol) and NaBH(OAc)3 (355 mg, 1.65 mmol) according to the synthesis method of Compound 1. Starting materials: CSC1=NC=CC(=N1)I (2-methylthio-4-iodopyrimidine), ClC1=CC=C2C(=N1)N=C(N2)C2=CC=C(C=C2)F (5Chloro-2-(4fluorophenyl)imidazo[4,5-b]pyridine). The solvent is C1(=CC=CC=C1)C (toluene), C1(=CC=CC=C1)C (toluene), CN(C)C=O (DMF). Reaction conditions: time 1 hour. The product is ClC1=CC=C2C(=N1)N=C(N2C2=NC(=NC=C2)SC)C2=CC=C(C=C2)F (5-Chloro-2-(4-fluorophenyl)-1-(2-methylthio-4-pyrimidinyl)imidazo[4,5-b]pyridine). Yield: 71.1%. Reaction SMILES: [Cl:1][C:2]1[N:7]=[C:6]2[N:8]=[C:9]([C:11]3[CH:16]=[CH:15][C:14]([F:17])=[CH:13][CH:12]=3)[NH:10][C:5]2=[CH:4][CH:3]=1.[CH3:18][S:19][C:20]1[N:25]=[C:24](I)[CH:23]=[CH:22][N:21]=1>C1(C)C=CC=CC=1.CN(C=O)C>[Cl:1][C:2]1[N:7]=[C:6]2[N:8]=[C:9]([C:11]3[CH:12]=[CH:13][C:14]([F:17])=[CH:15][CH:16]=3)[N:10]([C:22]3[CH:23]=[CH:24][N:25]=[C:20]([S:19][CH3:18])[N:21]=3)[C:5]2=[CH:4][CH:3]=1. Procedure: KN(TMS)2 (1.42 g 7.16 mmol) in toluene (7 ml) is added at 0° C. to a solution of 5Chloro-2-(4fluorophenyl)imidazo[4,5-b]pyridine (1.9 g 6.66 mmol) in DMF (25 ml). After stirring 1 h at room temperature, 2-methylthio-4-iodopyrimidine (1.8 g 7.1 mmol) in toluene (7 ml) is added dropwise and heated for 20 h at 120° C. The reaction mixture is poured on water and extracted with ethyl acetate three times. The combined organic phases are dried over Na2SO4, filtered and evaporated to dryness to yield th... The reactants are CC(C)[Si](C(C)C)(C(C)C)n1cc(Br)c2ccccc21, C1COCCN1, C1CCOC1, C[Si](C)(C)[N-][Si](C)(C)C, ClC(Cl)Cl, CN(C)c1ccccc1-c1ccccc1P(C1CCCCC1)C1CCCCC1, [Li+], O=C(C=Cc1ccccc1)C=Cc1ccccc1, O=C(C=Cc1ccccc1)C=Cc1ccccc1, O=C(C=Cc1ccccc1)C=Cc1ccccc1, [Pd], [Pd]. Yields the product CC(C)[Si](C(C)C)(C(C)C)n1cc(N2CCOCC2)c2ccccc21. As a reaction SMILES: [Br:1][c:2]1[cH:3][n:4]([Si:11]([CH:12]([CH3:13])[CH3:14])([CH:15]([CH3:16])[CH3:17])[CH:18]([CH3:19])[CH3:20])[c:5]2[cH:6][cH:7][cH:8][cH:9][c:10]12.[CH2:21]1[CH2:22][O:23][CH2:24][CH2:25][NH:26]1.[CH2:65]1[O:66][CH2:67][CH2:68][CH2:69]1.[CH3:55][Si:56]([N-:57][Si:58]([CH3:59])([CH3:60])[CH3:61])([CH3:62])[CH3:63].[CH:126]([Cl:127])([Cl:128])[Cl:129].[CH:27]1([P:28]([CH:29]2[CH2:30][CH2:31][CH2:32][CH2:33][CH2:34]2)[c:35]2[cH:36][cH:37][cH:38][cH:39][c:40]2-[c:41]2[cH:42][cH:43][cH:44][cH:45][c:46]2[N:47]([CH3:48])[CH3:49])[CH2:50][CH2:51][CH2:52][CH2:53][CH2:54]1.[Li+:64].[O:108]=[C:109]([CH:110]=[CH:111][c:112]1[cH:113][cH:114][cH:115][cH:116][cH:117]1)[CH:118]=[CH:119][c:120]1[cH:121][cH:122][cH:123][cH:124][cH:125]1.[O:72]=[C:73]([CH:74]=[CH:75][c:76]1[cH:77][cH:78][cH:79][cH:80][cH:81]1)[CH:82]=[CH:83][c:84]1[cH:85][cH:86][cH:87][cH:88][cH:89]1.[O:90]=[C:91]([CH:92]=[CH:93][c:94]1[cH:95][cH:96][cH:97][cH:98][cH:99]1)[CH:100]=[CH:101][c:102]1[cH:103][cH:104][cH:105][cH:106][cH:107]1.[Pd:70].[Pd:71]>>[c:2]1([N:26]2[CH2:21][CH2:22][O:23][CH2:24][CH2:25]2)[cH:3][n:4]([Si:11]([CH:12]([CH3:13])[CH3:14])([CH:15]([CH3:16])[CH3:17])[CH:18]([CH3:19])[CH3:20])[c:5]2[cH:6][cH:7][cH:8][cH:9][c:10]12.